This data is from the Open Reaction Database (ORD), a public repository of structured organic reaction records. The task is: describe an organic reaction: reactants, conditions, products, and yield Starting materials: C(C)OC(=O)C1(CCNCC1)CCOC (4-(2-methoxy-ethyl)-piperidine-4-carboxylic acid ethyl ester), S1C(=CC=C1)S(=O)(=O)Cl (thiophene-2-sulphonyl chloride), C(C)(CC)C1=CC=C(C=C1)N (4-sec-butyl-phenylamine). The product is C(C)(CC)C1=CC=C(C=C1)N1C(C2(CC1)CCN(CC2)S(=O)(=O)C=2SC=CC2)=O (2-(4-sec-Butyl-phenyl)-8-(thiophene-2-sulfonyl)-2,8-diaza-spiro[4.5]decan-1-one). As a reaction SMILES: C(O[C:4]([C:6]1([CH2:12][CH2:13]OC)[CH2:11][CH2:10][NH:9][CH2:8][CH2:7]1)=[O:5])C.[S:16]1[CH:20]=[CH:19][CH:18]=[C:17]1[S:21](Cl)(=[O:23])=[O:22].[CH:25]([C:29]1[CH:34]=[CH:33][C:32]([NH2:35])=[CH:31][CH:30]=1)([CH2:27][CH3:28])[CH3:26]>>[CH:25]([C:29]1[CH:30]=[CH:31][C:32]([N:35]2[CH2:13][CH2:12][C:6]3([CH2:7][CH2:8][N:9]([S:21]([C:17]4[S:16][CH:20]=[CH:19][CH:18]=4)(=[O:23])=[O:22])[CH2:10][CH2:11]3)[C:4]2=[O:5])=[CH:33][CH:34]=1)([CH2:27][CH3:28])[CH3:26]. Procedure details: Off-white solid. MS (ESI): 433.16 (MH+). This example was prepared in analogy to example 1 step C) to D) from 4-(2-methoxy-ethyl)-piperidine-4-carboxylic acid ethyl ester (example 1 step B)), thiophene-2-sulphonyl chloride and 4-sec-butyl-phenylamine.